This data is from the Open Reaction Database (ORD), a public repository of structured organic reaction records. The task is: describe an organic reaction: reactants, conditions, products, and yield Reactants: Cc1cc(COc2ccc(S(=O)(=O)NC3CCN(C(=O)OC(C)(C)C)CC3(O)C(=O)NOC(C)(C)C)cc2)c2ccccc2n1, ClCCl, O=C(O)C(F)(F)F. The product is Cc1cc(COc2ccc(S(=O)(=O)NC3CCNCC3(O)C(=O)NOC(C)(C)C)cc2)c2ccccc2n1. RXN SMILES: [C:1]([CH3:2])([CH3:3])([CH3:4])[O:5][NH:6][C:7](=[O:8])[C:9]1([OH:45])[CH2:10][N:11]([C:38]([O:39][C:40]([CH3:41])([CH3:42])[CH3:43])=[O:44])[CH2:12][CH2:13][CH:14]1[NH:15][S:16](=[O:17])(=[O:18])[c:19]1[cH:20][cH:21][c:22]([O:25][CH2:26][c:27]2[cH:28][c:29]([CH3:37])[n:30][c:31]3[cH:32][cH:33][cH:34][cH:35][c:36]23)[cH:23][cH:24]1.[Cl:53][CH2:54][Cl:55].[OH:46][C:47]([C:48]([F:49])([F:50])[F:51])=[O:52]>>[C:1]([CH3:2])([CH3:3])([CH3:4])[O:5][NH:6][C:7](=[O:8])[C:9]1([OH:45])[CH2:10][NH:11][CH2:12][CH2:13][CH:14]1[NH:15][S:16](=[O:17])(=[O:18])[c:19]1[cH:20][cH:21][c:22]([O:25][CH2:26][c:27]2[cH:28][c:29]([CH3:37])[n:30][c:31]3[cH:32][cH:33][cH:34][cH:35][c:36]23)[cH:23][cH:24]1.